From a dataset of the Open Reaction Database (ORD), a public repository of structured organic reaction records. describe an organic reaction: reactants, conditions, products, and yield The reactants are C(=O)([O-])[O-].[K+].[K+] (K2CO3), ClC=1C=C(C=CC1OC(C)C)C1=NC(=NO1)C=1C=CC=C2C(=CNC12)C=O (7-(5-{3-chloro-4-[(1-methylethyl)oxy]phenyl}-1,2,4-oxadiazol-3-yl)-1H-indole-3-carbaldehyde), Cl.NCC(=O)OCC (ethyl glycinate hydrochloride), [OH-].[Na+] (NaOH). Run in C(C)O (ethanol), CC(=O)O (AcOH), C(C)O (ethanol). Run at time 8 hour. The product is ClC=1C=C(C=CC1OC(C)C)C1=NC(=NO1)C=1C=CC=C2C(=CNC12)CNCC(=O)OCC (ethyl N-{[7-(5-{3-chloro-4-[(1-methylethyl)oxy]phenyl}-1,2,4-oxadiazol-3-yl)-1H-indol-3-yl]methyl}glycinate). Isolated yield 27.8%. Reaction SMILES: [Cl:1][C:2]1[CH:3]=[C:4]([C:12]2[O:16][N:15]=[C:14]([C:17]3[CH:18]=[CH:19][CH:20]=[C:21]4[C:25]=3[NH:24][CH:23]=[C:22]4[CH:26]=O)[N:13]=2)[CH:5]=[CH:6][C:7]=1[O:8][CH:9]([CH3:11])[CH3:10].Cl.[NH2:29][CH2:30][C:31]([O:33][CH2:34][CH3:35])=[O:32].[OH-].[Na+].C([O-])([O-])=O.[K+].[K+]>C(O)C.CC(O)=O>[Cl:1][C:2]1[CH:3]=[C:4]([C:12]2[O:16][N:15]=[C:14]([C:17]3[CH:18]=[CH:19][CH:20]=[C:21]4[C:25]=3[NH:24][CH:23]=[C:22]4[CH2:26][NH:29][CH2:30][C:31]([O:33][CH2:34][CH3:35])=[O:32])[N:13]=2)[CH:5]=[CH:6][C:7]=1[O:8][CH:9]([CH3:10])[CH3:11] |f:1.2,3.4,5.6.7|. Procedure details: 7-(5-{3-chloro-4-[(1-methylethyl)oxy]phenyl}-1,2,4-oxadiazol-3-yl)-1H-indole-3-carbaldehyde (D71) (381 mg) and ethyl glycinate hydrochloride (223 mg) were added to a solution of NaOH (27 mg) in ethanol (20 mL), followed by addition of AcOH (3 mL). Under stirring NaBH3CN (50 mg) in ethanol (2 mL) was added dropwise. The reaction mixture was stirred at room temperature overnight and then basified to pH 9 by K2CO3 solution. The mixture was concentrated and EtOAc (50 mL) was added. The organic layer... Starting materials: CCOC(=O)NC(Cc1ccccc1)C(O)C(=O)O, CO, Cc1ccccc1, Cl, O=S(O)O, O=S(Cl)Cl. Product: CCOC(=O)NC(Cc1ccccc1)C(O)C(=O)OC. RXN SMILES: [CH2:5]([CH3:6])[O:7][C:8](=[O:9])[NH:10][CH:11]([CH:12]([C:13](=[O:14])[OH:15])[OH:16])[CH2:17][c:18]1[cH:19][cH:20][cH:21][cH:22][cH:23]1.[CH3:29][OH:30].[CH3:31][c:32]1[cH:33][cH:34][cH:35][cH:36][cH:37]1.[ClH:28].[OH:24][S:25](=[O:26])[OH:27].[S:1]([Cl:2])([Cl:3])=[O:4]>>[CH2:5]([CH3:6])[O:7][C:8](=[O:9])[NH:10][CH:11]([CH:12]([C:13]([O:14][CH3:29])=[O:15])[OH:16])[CH2:17][c:18]1[cH:19][cH:20][cH:21][cH:22][cH:23]1. Reactants: CC([O-])=S, CCCC[N+](CCCC)(CCCC)CCCC, CN1CC(OS(C)(=O)=O)CC1CN1CCNC1=O, CC#N. Yields the product CC(=O)SC1CC(CN2CCNC2=O)N(C)C1. RXN SMILES: [C:19]([CH3:20])(=[S:21])[O-:22].[CH2:23]([N+:24]([CH2:25][CH2:26][CH2:27][CH3:28])([CH2:29][CH2:30][CH2:31][CH3:32])[CH2:33][CH2:34][CH2:35][CH3:36])[CH2:37][CH2:38][CH3:39].[CH3:1][S:2]([O:3][CH:6]1[CH2:7][CH:8]([CH2:12][N:13]2[C:14](=[O:18])[NH:15][CH2:16][CH2:17]2)[N:9]([CH3:11])[CH2:10]1)(=[O:4])=[O:5].[CH3:40][C:41]#[N:42]>>[CH:6]1([S:21][C:19]([CH3:20])=[O:22])[CH2:7][CH:8]([CH2:12][N:13]2[C:14](=[O:18])[NH:15][CH2:16][CH2:17]2)[N:9]([CH3:11])[CH2:10]1. Starting materials: C([O-])([O-])=O.[Na+].[Na+] (sodium carbonate), C([O-])(O)=O.[Na+] (sodium bicarbonate), O.O=C[C@H](O)[C@@H](O)[C@H](O)[C@H](O)CO (glucose monohydrate), C1=CC=C2C(=C1)C(=O)C3=C(C=C(C(=C3C2=O)N)S(=O)(=O)[O-])Br.[Na+] (bromaminic acid sodium salt), C1(=CC=C(C=C1)S(=O)(=O)N)C (p-toluenesulphonamide). Reagents/catalysts: O.O.O.O.O.S(=O)(=O)([O-])[O-].[Cu+2] (Copper (II) sulphate pentahydrate). Solvent: O (water), O (water). Conditions: temperature 70 celsius, time 5 hour. Yields the product [Na+].NC1=C(C=C(C=2C(C3=CC=CC=C3C(C12)=O)=O)NS(=O)(=O)C1=CC=C(C=C1)C)S(=O)(=O)[O-] (1-amino-4-(4'-methylphenylsulphonamido)-anthraquinone-2-sulphonic acid sodium salt). Isolated yield 99.0%. RXN SMILES: O.O=C[C@@H]([C@H]([C@@H]([C@@H](CO)O)O)O)O.[CH:14]1[CH:19]=[C:18]2[C:20]([C:22]3[C:27]([C:28](=[O:29])[C:17]2=[CH:16][CH:15]=1)=[C:26]([NH2:30])[C:25]([S:31]([O-:34])(=[O:33])=[O:32])=[CH:24][C:23]=3Br)=[O:21].[Na+:36].[C:37]1([CH3:47])[CH:42]=[CH:41][C:40]([S:43]([NH2:46])(=[O:45])=[O:44])=[CH:39][CH:38]=1.C(=O)([O-])[O-].[Na+].[Na+].C(=O)(O)[O-].[Na+]>O.O.O.O.O.O.S([O-])([O-])(=O)=O.[Cu+2]>[Na+:36].[NH2:30][C:26]1[C:27]2[C:28](=[O:29])[C:17]3[C:18](=[CH:19][CH:14]=[CH:15][CH:16]=3)[C:20](=[O:21])[C:22]=2[C:23]([NH:46][S:43]([C:40]2[CH:41]=[CH:42][C:37]([CH3:47])=[CH:38][CH:39]=2)(=[O:44])=[O:45])=[CH:24][C:25]=1[S:31]([O-:34])(=[O:32])=[O:33] |f:0.1,2.3,5.6.7,8.9,11.12.13.14.15.16.17,18.19|. Reported procedure: Copper (II) sulphate pentahydrate (0.122 g, 0.0005 mol) and glucose monohydrate (1.6 g, 0.008 mol) are added to a mixture of bromaminic acid sodium salt (38.2 g, 0.1 mol) and p-toluenesulphonamide (18.8 g, 0.11 mol) in water (250 ml) containing sodium carbonate (3.8 g) and sodium bicarbonate (19.0 g). The mixture which has a pH of 8.5-9, is heated to 70° C. and stirred at this temperature for 5 hours. The resulting mixture is diluted with water to a volume of 750 ml and cooled to 40° C. The soli... Reactants: CO (MeOH), COC(CC1=CC(=C(C=C1)O)[N+](=O)[O-])=O (Methyl-2-(4-hydroxy-3-nitrophenyl)acetate), [H][H] (hydrogen). The reagents and catalysts are [Pd] (palladium on carbon). Run in C1CCOC1 (THF). The product is COC(CC1=CC(=C(C=C1)O)N)=O (methyl-2-(3-amino-4-hydroxyphenyl)acetate). RXN SMILES: [CH3:1][O:2][C:3](=[O:15])[CH2:4][C:5]1[CH:10]=[CH:9][C:8]([OH:11])=[C:7]([N+:12]([O-])=O)[CH:6]=1.CO.[H][H]>C1COCC1.[Pd]>[CH3:1][O:2][C:3](=[O:15])[CH2:4][C:5]1[CH:10]=[CH:9][C:8]([OH:11])=[C:7]([NH2:12])[CH:6]=1. Procedure: Methyl-2-(4-hydroxy-3-nitrophenyl)acetate (2.31 g, 10.9 mmol) was dissolved in THF (20 mL) and MeOH (20 mL) and 10% palladium on carbon (210 mg) was added slowly at RT. The reaction mixture was hydrogenated for 2 h at 39 psi hydrogen pressure, filtered through Celite and washed with MeOH. The solvent was removed under a vacuum and the residue purified by means of column chromatography (n-hexane/EA=2:1). Reactants: CCCN(C1CCN(Cc2ccccc2)CC1)C1CCc2ccc(OC)cc2C1, CCO. Yields the product CCCN(C1CCNCC1)C1CCc2ccc(OC)cc2C1. As a reaction SMILES: [CH2:1]([c:2]1[cH:3][cH:4][cH:5][cH:6][cH:7]1)[N:8]1[CH2:9][CH2:10][CH:11]([N:14]([CH2:15][CH2:16][CH3:17])[CH:18]2[CH2:19][c:20]3[cH:21][c:22]([O:28][CH3:29])[cH:23][cH:24][c:25]3[CH2:26][CH2:27]2)[CH2:12][CH2:13]1.[CH3:30][CH2:31][OH:32]>>[NH:8]1[CH2:9][CH2:10][CH:11]([N:14]([CH2:15][CH2:16][CH3:17])[CH:18]2[CH2:19][c:20]3[cH:21][c:22]([O:28][CH3:29])[cH:23][cH:24][c:25]3[CH2:26][CH2:27]2)[CH2:12][CH2:13]1. The reactants are CCC1=C(SC2=C1C(=O)NC=N2)C (5-ethyl-6-methyl-3-hydrothiopheno[2,3-d]pyrimidin-4-one), S(=O)(Cl)Cl (thionyl chloride). Solvent: CN(C)C=O (DMF). Reaction conditions: time 10 minute. The product is ClC=1C2=C(N=CN1)SC(=C2CC)C (4-Chloro-5-ethyl-6-methylthiopheno[2,3-d]pyrimidine). The yield is 73.0%. Reaction SMILES: [CH3:1][CH2:2][C:3]1[C:7]2[C:8]([NH:10][CH:11]=[N:12][C:6]=2[S:5][C:4]=1[CH3:13])=O.S(Cl)([Cl:16])=O>CN(C=O)C>[Cl:16][C:8]1[C:7]2[C:3]([CH2:2][CH3:1])=[C:4]([CH3:13])[S:5][C:6]=2[N:12]=[CH:11][N:10]=1. Reported procedure: A mixture of 5-ethyl-6-methyl-3-hydrothiopheno[2,3-d]pyrimidin-4-one (0.5 g), thionyl chloride (5 mL) and catalytic amount of DMF (0.2 mL) was refluxed for 1 h. Solvents were removed under vacuum and the mixture was diluted with ice cold water and stirred for 10 min. The solution was extracted with chloroform (3×100 mL) and the combined chloroform layer was washed with water, brine and dried over sodium sulfate. The solution was filtered and evaporated the solvent. The residue was triturated wit...